From a dataset of the Open Reaction Database (ORD), a public repository of structured organic reaction records. describe an organic reaction: reactants, conditions, products, and yield The reactants are O (water), C(CCC)S(=O)(=O)C1=NN=NN1C1=CC=CC=C1 (5-butylsulfonyl-1-phenyl-1H-tetrazole), [K].C[Si](N[Si](C)(C)C)(C)C (hexamethyldisilazane potassium), C(=O)[C@H]1CC[C@H](CC1)NC(OC(C)(C)C)=O (t-butyl cis-4-formylcyclohexylcarbamate). The solvent is COCCOC (ethylene glycol dimethyl ether), COCCOC (ethylene glycol dimethyl ether). Reaction conditions: temperature 25 celsius, time 20 minute. Product: C(=C\CCC)/[C@H]1CC[C@H](CC1)NC(OC(C)(C)C)=O (t-butyl cis-{4-[(E)-1-pentenyl]cyclohexyl}carbamate). The yield is 67.0%. Reaction SMILES: [CH2:1](S(C1N(C2C=CC=CC=2)N=NN=1)(=O)=O)[CH2:2][CH2:3][CH3:4].[K].C[Si](C)(C)N[Si](C)(C)C.[CH:29]([C@@H:31]1[CH2:36][CH2:35][C@H:34]([NH:37][C:38](=[O:44])[O:39][C:40]([CH3:43])([CH3:42])[CH3:41])[CH2:33][CH2:32]1)=O.O>COCCOC>[CH:29](/[C@@H:31]1[CH2:36][CH2:35][C@H:34]([NH:37][C:38](=[O:44])[O:39][C:40]([CH3:43])([CH3:42])[CH3:41])[CH2:33][CH2:32]1)=[CH:1]\[CH2:2][CH2:3][CH3:4] |f:1.2,^1:18|. Procedure: To a mixture of 5-butylsulfonyl-1-phenyl-1H-tetrazole (3.54 g) and anhydrous ethylene glycol dimethyl ether (60 ml) at −60° C. was added 0.5 M hexamethyldisilazane potassium solution (in toluene, 26.6 ml), and the mixture was stirred for 20 minutes. Under the same condition, a solution of t-butyl cis-4-formylcyclohexylcarbamate (3.02 g) in anhydrous ethylene glycol dimethyl ether (15 ml) was added to the mixture. And the reaction mixture was gradually warmed to 25° C. and stirred overnight. To t... Reactants: P(=O)(OCC)(OCC)Cl (diethyl chlorophosphate), C1(=CC=CC=C1)S(=O)(=O)CF (fluoromethyl phenyl sulfone), ice, [Cl-].[NH4+] (ammonium chloride), Cl (hydrochloric acid), C[Si](C)(C)[N-][Si](C)(C)C.[Li+] (lithium bis(trimethylsilyl)amide), ClC1=CC=C(C=C1)C(CC=O)(C)C (3-(4-chlorophenyl)-3-methylbutyraldehyde). Run in O1CCCC1 (tetrahydrofuran), C(C)(=O)OCC (ethyl acetate), O1CCCC1 (tetrahydrofuran), O1CCCC1 (tetrahydrofuran). Reaction conditions: temperature -70 celsius, time 1 hour. The product is FC(=CC(C)(C1=CC=C(C=C1)Cl)C)S(=O)(=O)C1=CC=CC=C1 (1-fluoro-1-phenylsulfonyl-3-methyl-3-(4-chlorophenyl)-1-butene). Reaction SMILES: [C:1]1([S:7]([CH2:10][F:11])(=[O:9])=[O:8])[CH:6]=[CH:5][CH:4]=[CH:3][CH:2]=1.P(Cl)(OCC)(OCC)=O.C[Si]([N-][Si](C)(C)C)(C)C.[Li+].[Cl:31][C:32]1[CH:37]=[CH:36][C:35]([C:38]([CH3:43])([CH3:42])[CH2:39]C=O)=[CH:34][CH:33]=1.[Cl-].[NH4+].Cl>O1CCCC1.C(OCC)(=O)C>[F:11][C:10]([S:7]([C:1]1[CH:2]=[CH:3][CH:4]=[CH:5][CH:6]=1)(=[O:9])=[O:8])=[CH:42][C:38]([CH3:43])([C:35]1[CH:36]=[CH:37][C:32]([Cl:31])=[CH:33][CH:34]=1)[CH3:39] |f:2.3,5.6|. Procedure: Under a nitrogen atmosphere, 25.0 grams (0.14 mole) of distilled fluoromethyl phenyl sulfone (prepared by the method of J. R McCarthy et al., Org. Syn. 1993, 72, 209), 24.8 grams (0.14 mole) of diethyl chlorophosphate, and 300 mL of anhydrous tetrahydrofuran are placed in a reaction vessel. The stirring mixture is cooled to about -70° C., and a solution of 310 mL (0.31 mole) of lithium bis(trimethylsilyl)amide (commercially available-1M in tetrahydrofuran) is added dropwise during a 15 minute pe... The reactants are COC(=O)CCC(Cc1ccc(O)cc1)NC(=O)CCCCCCc1ccccc1, Cl, [K+], [K+], O=C([O-])[O-], CN(C)C=O, ClCc1ccccn1. Yields the product COC(=O)CCC(Cc1ccc(OCc2ccccn2)cc1)NC(=O)CCCCCCc1ccccc1. As a reaction SMILES: [CH3:1][O:2][C:3]([CH2:4][CH2:5][CH:6]([CH2:7][c:8]1[cH:9][cH:10][c:11]([OH:14])[cH:12][cH:13]1)[NH:15][C:16]([CH2:17][CH2:18][CH2:19][CH2:20][CH2:21][CH2:22][c:23]1[cH:24][cH:25][cH:26][cH:27][cH:28]1)=[O:29])=[O:30].[ClH:31].[K+:40].[K+:41].[O-:42][C:43]([O-:44])=[O:45].[O:46]=[CH:47][N:48]([CH3:49])[CH3:50].[c:32]1([CH2:38][Cl:39])[cH:33][cH:34][cH:35][cH:36][n:37]1>>[CH3:1][O:2][C:3]([CH2:4][CH2:5][CH:6]([CH2:7][c:8]1[cH:9][cH:10][c:11]([O:14][CH2:38][c:32]2[cH:33][cH:34][cH:35][cH:36][n:37]2)[cH:12][cH:13]1)[NH:15][C:16]([CH2:17][CH2:18][CH2:19][CH2:20][CH2:21][CH2:22][c:23]1[cH:24][cH:25][cH:26][cH:27][cH:28]1)=[O:29])=[O:30]. The reactants are [H-].[Na+] (NaH), FC(C(C(=O)OCC)(C)O)(C=C)F (ethyl 3,3-difluoro-2-hydroxy-2-methylpent-4-enoate), BrCC=C (3-bromoprop-1-ene). Solvent: CCOCC (ether), CN(C)C=O (DMF). Reaction conditions: time 8 hour. Product: C(C=C)OC(C(=O)OCC)(C(C=C)(F)F)C (ethyl 2-(allyloxy)-3,3-difluoro-2-methylpent-4-enoate). RXN SMILES: [H-].[Na+].[F:3][C:4]([F:15])([CH:13]=[CH2:14])[C:5]([OH:12])([CH3:11])[C:6]([O:8][CH2:9][CH3:10])=[O:7].Br[CH2:17][CH:18]=[CH2:19]>CN(C=O)C.CCOCC>[CH2:19]([O:12][C:5]([CH3:11])([C:4]([F:15])([F:3])[CH:13]=[CH2:14])[C:6]([O:8][CH2:9][CH3:10])=[O:7])[CH:18]=[CH2:17] |f:0.1|. Procedure details: 60% NaH (48.5 mg, 1.212 mmol) was added to a cold (−20° C.) solution of ethyl 3,3-difluoro-2-hydroxy-2-methylpent-4-enoate (214 mg, 1.102 mmol) in DMF (2 mL) and the mixture was allowed to warm to rt (˜30 min) and then 3-bromoprop-1-ene (0.113 mL, 1.323 mmol) was added. The mixture was stirred at rt overnight, diluted with ether (20 mL) and washed with water, brine and dried (MgSO4). The crude product was purified by silica gel FCC (2:1 DCM-hexanes) to afford ethyl 2-(allyloxy)-3,3-difluoro-2-me... Reaction SMILES: Cl[C:2]1[CH:11]=[CH:10][N:9]=[C:8]2[C:3]=1[C:4]1[CH:16]=[CH:15][C:14]([Cl:17])=[CH:13][C:5]=1[C:6](=[O:12])[NH:7]2.[NH2:18][C:19]1[CH:24]=[CH:23][C:22]([NH:25][C:26](=[O:33])[C:27]2[CH:32]=[CH:31][CH:30]=[CH:29][CH:28]=2)=[CH:21][CH:20]=1>>[Cl:17][C:14]1[CH:15]=[CH:16][C:4]2[C:3]3[C:8](=[N:9][CH:10]=[CH:11][C:2]=3[NH:18][C:19]3[CH:24]=[CH:23][C:22]([NH:25][C:26](=[O:33])[C:27]4[CH:32]=[CH:31][CH:30]=[CH:29][CH:28]=4)=[CH:21][CH:20]=3)[NH:7][C:6](=[O:12])[C:5]=2[CH:13]=1. Reported procedure: The title compound was synthesized according to the procedure described for the preparation of Example 267 using 1,8-dichloro-5H-benzo[c][1,8]naphthyridin-6-one and N-(4-aminophenyl)benzamide to provide 275. LC-MS (M+H=442, obsd.=442). The product is ClC=1C=CC2=C(C(NC3=NC=CC(=C23)NC2=CC=C(C=C2)NC(C2=CC=CC=C2)=O)=O)C1 (N-(4-(8-Chloro-6-oxo-5,6-dihydrobenzo[c][1,8]naphthyridin-1-ylamino)phenyl)benzamide). Starting materials: ClC1=C2C3=C(C(NC2=NC=C1)=O)C=C(C=C3)Cl (1,8-dichloro-5H-benzo[c][1,8]naphthyridin-6-one), NC1=CC=C(C=C1)NC(C1=CC=CC=C1)=O (N-(4-aminophenyl)benzamide). Starting materials: O=C(OO)c1cccc(Cl)c1, ClCCl, CCOC(=O)C1C2CCC(=O)C21. Product: CCOC(=O)C1C2CCOC(=O)C21. As a reaction SMILES: [Cl:13][c:14]1[cH:15][cH:16][cH:17][c:18]([C:19]([O:20][OH:22])=[O:21])[cH:23]1.[Cl:24][CH2:25][Cl:26].[O:1]=[C:2]1[CH:3]2[CH:4]([C:8](=[O:9])[O:10][CH2:11][CH3:12])[CH:5]2[CH2:6][CH2:7]1>>[O:1]1[C:2](=[O:21])[CH:3]2[CH:4]([C:8](=[O:9])[O:10][CH2:11][CH3:12])[CH:5]2[CH2:6][CH2:7]1.